From a dataset of the Open Reaction Database (ORD), a public repository of structured organic reaction records. describe an organic reaction: reactants, conditions, products, and yield Reactants: C1(CC1)COC1=CC2=C(N=C(O2)C2=C(C=C(C=N2)OC[C@H](C)NC(OC(C)(C)C)=O)F)C=C1 (tert-butyl [(1S)-2-({6-[6-(cyclopropylmethoxy)-1,3-benzoxazol-2-yl]-5-fluoropyridin-3-yl}oxy)-1-methylethyl]carbamate), N1=CC=CC=C1 (pyridine). Yields the product C1(CC1)COC1=CC2=C(N=C(O2)C2=C(C=C(C=N2)OC[C@H](C)NC(=O)NC)F)C=C1 (1-[(1S)-2-({6-[6-(cyclopropylmethoxy)-1,3-benzoxazol-2-yl]-5-fluoropyridin-3-yl}oxy)-1-methylethyl]-3-methylurea). As a reaction SMILES: [CH:1]1([CH2:4][O:5][C:6]2[CH:33]=[CH:32][C:9]3[N:10]=[C:11]([C:13]4[N:18]=[CH:17][C:16]([O:19][CH2:20][C@@H:21]([NH:23][C:24](=[O:30])OC(C)(C)C)[CH3:22])=[CH:15][C:14]=4[F:31])[O:12][C:8]=3[CH:7]=2)[CH2:3][CH2:2]1.[N:34]1C=CC=C[CH:35]=1>>[CH:1]1([CH2:4][O:5][C:6]2[CH:33]=[CH:32][C:9]3[N:10]=[C:11]([C:13]4[N:18]=[CH:17][C:16]([O:19][CH2:20][C@@H:21]([NH:23][C:24]([NH:34][CH3:35])=[O:30])[CH3:22])=[CH:15][C:14]=4[F:31])[O:12][C:8]=3[CH:7]=2)[CH2:2][CH2:3]1. Procedure details: Using tert-butyl [(1S)-2-({6-[6-(cyclopropylmethoxy)-1,3-benzoxazol-2-yl]-5-fluoropyridin-3-yl}oxy)-1-methylethyl]carbamate, and in the same manner as in Example 16, step A (using pyridine instead of triethylamine), the title compound was obtained. Starting materials: O=C1N(C=CC(N1)=O)C=1C=C(C(=C(C1)C1=CC=C2C(=CCC2=C1)CNS(=O)(=O)C)OC)C=1OC=CC1 (N-((6-(5-(2,4-dioxo-3,4-dihydropyrimidin-1(2H)-yl)-3-(furan-2-yl)-2-methoxyphenyl)-1H-inden-3-yl)methyl)methanesulfonamide), S1C(=CC=C1)B(O)O (thiophen-2-yl boronic acid). Product: O=C1N(C=CC(N1)=O)C=1C=C(C(=C(C1)C1=CC=C2C(=CCC2=C1)CNS(=O)(=O)C)OC)C=1SC=CC1 (N-((6-(5-(2,4-dioxo-3,4-dihydropyrimidin-1(2H)-yl)-2-methoxy-3-(thiophen-2-yl)phenyl)-1H-inden-3-yl)methyl)methanesulfonamide). Yield: 32.0%. As a reaction SMILES: [O:1]=[C:2]1[NH:7][C:6](=[O:8])[CH:5]=[CH:4][N:3]1[C:9]1[CH:10]=[C:11]([C:32]2O[CH:34]=[CH:35][CH:36]=2)[C:12]([O:30][CH3:31])=[C:13]([C:15]2[CH:23]=[C:22]3[C:18]([C:19]([CH2:24][NH:25][S:26]([CH3:29])(=[O:28])=[O:27])=[CH:20][CH2:21]3)=[CH:17][CH:16]=2)[CH:14]=1.[S:37]1C=CC=C1B(O)O>>[O:1]=[C:2]1[NH:7][C:6](=[O:8])[CH:5]=[CH:4][N:3]1[C:9]1[CH:10]=[C:11]([C:32]2[S:37][CH:34]=[CH:35][CH:36]=2)[C:12]([O:30][CH3:31])=[C:13]([C:15]2[CH:23]=[C:22]3[C:18]([C:19]([CH2:24][NH:25][S:26]([CH3:29])(=[O:28])=[O:27])=[CH:20][CH2:21]3)=[CH:17][CH:16]=2)[CH:14]=1. Procedure: The product from Example 63, Part A (26.5 mg, 0.051 mmol) was reacted with thiophen-2-yl boronic acid (8.3 mg, 0.065 mmol) as described in Example 63, Part B to give the title compound as an off-white solid (8.6 mg, 32%). 1H NMR (300 MHz, DMSO-d6) δ 11.47 (s, 1H) 7.86 (d, J=7.72 Hz, 2H) 7.55-7.78 (m, 5H) 7.50 (t, J=6.25 Hz, 1H) 7.38 (d, J=2.57 Hz, 1H) 7.16-7.21 (m, 1H) 6.58 (s, 1H) 5.69 (d, J=7.72 Hz, 1H) 4.19 (d, J=4.78 Hz, 2H) 3.48 (s, 2H) 3.30 (s, 3H) 2.96 (s, 3H). Starting materials: Cl.CN(CCCN=C=NCC)C (1-(3-Dimethylaminopropyl)3-ethylcarbodiimide hydrochloride), C(=O)(O)CCCOC1=C(C=C2C(=NC=NC2=C1)NC1=C(C=C(C=C1)Cl)F)OC (7-(3-carboxypropoxy)-4-(4-chloro-2-fluoroanilino)-6-methoxyquinazoline), N1CCOCC1 (morpholine), CN(C)C=O (DMF). The reagents and catalysts are CN(C1=CC=NC=C1)C (4-dimethylaminopyridine). Reaction conditions: time 24 hour. Yields the product ClC1=CC(=C(NC2=NC(=NC3=CC(=CC=C23)OCCCC(=O)N2CCOCC2)OC)C=C1)F (4-(4-chloro-2-fluoroanilino)-methoxy-7-(3-morpholinocarbonylpropoxy)quinazoline). Yield: 46.0%. RXN SMILES: Cl.CN(C)CCCN=C=NCC.[C:13]([CH2:16][CH2:17][CH2:18][O:19][C:20]1[CH:29]=[C:28]2[C:23]([C:24]([NH:30][C:31]3[CH:36]=[CH:35][C:34]([Cl:37])=[CH:33][C:32]=3[F:38])=[N:25][CH:26]=[N:27]2)=[CH:22][C:21]=1OC)(O)=[O:14].[NH:41]1[CH2:46][CH2:45][O:44][CH2:43][CH2:42]1.CN([CH:50]=[O:51])C>CN(C)C1C=CN=CC=1>[Cl:37][C:34]1[CH:35]=[CH:36][C:31]([NH:30][C:24]2[C:23]3[C:28](=[CH:29][C:20]([O:19][CH2:18][CH2:17][CH2:16][C:13]([N:41]4[CH2:46][CH2:45][O:44][CH2:43][CH2:42]4)=[O:14])=[CH:21][CH:22]=3)[N:27]=[C:26]([O:51][CH3:50])[N:25]=2)=[C:32]([F:38])[CH:33]=1 |f:0.1|. Reported procedure: 1-(3-Dimethylaminopropyl)3-ethylcarbodiimide hydrochloride (94 mg, 4.9 mmol) was added to a mixture of 7-(3-carboxypropoxy)-4-(4-chloro-2-fluoroanilino)-6-methoxyquinazoline (164 mg, 0.4 mmol), morpholine (0.11 g; 1.26 mmol) and 4-dimethylaminopyridine (200 mg, 1.64 mmol) in DMF (5 ml). The reaction mixture was stirred at ambient temperature for 24 hours and the volatiles were removed by evaporation. Water was added to the residue and the aqueous mixture was extracted with methylene chloride (3×... As a reaction SMILES: [CH3:24][CH2:25][CH2:26][CH2:27][CH2:28][CH3:29].[Cl:14][CH2:15][c:16]1[c:17]([NH2:18])[c:19]([CH3:23])[cH:20][cH:21][cH:22]1.[ClH:13].[SH:1][c:2]1[nH:3][c:4]2[c:5]([n:6]1)[cH:7][cH:8][c:9]([O:11][CH3:12])[cH:10]2>>[S:1]([c:2]1[n:3][c:4]2[c:5]([nH:6]1)[cH:7][cH:8][c:9]([O:11][CH3:12])[cH:10]2)[CH2:15][c:16]1[c:17]([NH2:18])[c:19]([CH3:23])[cH:20][cH:21][cH:22]1. Reactants: CCCCCC, Cc1cccc(CCl)c1N, Cl, COc1ccc2nc(S)[nH]c2c1. Yields the product COc1ccc2[nH]c(SCc3cccc(C)c3N)nc2c1. Reactants: O=C1CCC(=O)N1Br, Br, CCc1nc(Cl)nc(Cl)c1F, CC(C)(C#N)N=NC(C)(C)C#N, O. The product is CC(Br)c1nc(Cl)nc(Cl)c1F. RXN SMILES: [Br:12][N:13]1[C:14](=[O:15])[CH2:16][CH2:17][C:18]1=[O:19].[Br:32].[Cl:1][c:2]1[n:3][c:4]([CH2:10][CH3:11])[c:5]([F:9])[c:6]([Cl:8])[n:7]1.[N:20]#[C:21][C:22]([N:23]=[N:24][C:25]([C:26]#[N:27])([CH3:28])[CH3:29])([CH3:30])[CH3:31].[OH2:33]>>[Cl:1][c:2]1[n:3][c:4]([CH:10]([CH3:11])[Br:12])[c:5]([F:9])[c:6]([Cl:8])[n:7]1.